Dataset: the Open Reaction Database (ORD), a public repository of structured organic reaction records. Task: describe an organic reaction: reactants, conditions, products, and yield The reactants are CC(C)=C (isobutylene), OS(=O)(=O)O (H2SO4), C(C)(C)(C)C=1C=C(C[C@H](N)C(=O)O)C=CC1.Cl (3-tert-butyl-L-phenylalanine·HCl), amine, Cl (HCl). Solvent: O1CCOCC1 (1,4-dioxane). Product: C(C)(C)(C)C=1C=C(C[C@H](N)C(=O)OC(C)(C)C)C=CC1.Cl (tert-butyl 3-tert-butyl-L-phenylalaninate·HCl). The yield is 87.0%. As a reaction SMILES: [C:1]([C:5]1[CH:6]=[C:7]([CH:14]=[CH:15][CH:16]=1)[CH2:8][C@@H:9]([C:11]([OH:13])=[O:12])[NH2:10])([CH3:4])([CH3:3])[CH3:2].[ClH:17].[CH3:18][C:19](=[CH2:21])[CH3:20].OS(O)(=O)=O.Cl>O1CCOCC1>[C:1]([C:5]1[CH:6]=[C:7]([CH:14]=[CH:15][CH:16]=1)[CH2:8][C@@H:9]([C:11]([O:13][C:19]([CH3:21])([CH3:20])[CH3:18])=[O:12])[NH2:10])([CH3:4])([CH3:2])[CH3:3].[ClH:17] |f:0.1,6.7|. Procedure: According to example 54, 0.50 g of 3-tert-butyl-L-phenylalanine·HCl was treated with 30 mL of isobutylene in 25 mL of 1,4-dioxane in the presence of 0.4 mL of conc. H2SO4. Work-up in the usual manner followed by acidification of the free amine with ethereal HCl afforded 0.53 g (87%) of tert-butyl 3-tert-butyl-L-phenylalaninate·HCl as a light yellow foam. Reactants: ClC1=C(C=C(C=C1)CC(=O)OC(C)(C)C)C#N (tert-butyl 2-(4-chloro-3-cyanophenyl)acetate), CC1=NC=CC(=C1)[Sn](CCCC)(CCCC)CCCC (2-methyl-4-(tributylstannyl)pyridine), CN(C)C=O (DMF). The reagents and catalysts are C=1C=CC(=CC1)[P](C=2C=CC=CC2)(C=3C=CC=CC3)[Pd]([P](C=4C=CC=CC4)(C=5C=CC=CC5)C=6C=CC=CC6)([P](C=7C=CC=CC7)(C=8C=CC=CC8)C=9C=CC=CC9)[P](C=1C=CC=CC1)(C=1C=CC=CC1)C=1C=CC=CC1 (Pd(PPh3)4). The solvent is C(C)(=O)OCC (ethyl acetate). Reaction conditions: temperature 120 celsius, time 10 hour. The product is C(#N)C=1C=C(C=CC1C1=CC(=NC=C1)C)CC(=O)OC(C)(C)C (tert-butyl 2-(3-cyano-4-(2-methylpyridin-4-yl)phenyl)acetate). As a reaction SMILES: Cl[C:2]1[CH:7]=[CH:6][C:5]([CH2:8][C:9]([O:11][C:12]([CH3:15])([CH3:14])[CH3:13])=[O:10])=[CH:4][C:3]=1[C:16]#[N:17].[CH3:18][C:19]1[CH:24]=[C:23]([Sn](CCCC)(CCCC)CCCC)[CH:22]=[CH:21][N:20]=1.CN(C=O)C>C(OCC)(=O)C.C1C=CC([P]([Pd]([P](C2C=CC=CC=2)(C2C=CC=CC=2)C2C=CC=CC=2)([P](C2C=CC=CC=2)(C2C=CC=CC=2)C2C=CC=CC=2)[P](C2C=CC=CC=2)(C2C=CC=CC=2)C2C=CC=CC=2)(C2C=CC=CC=2)C2C=CC=CC=2)=CC=1>[C:16]([C:3]1[CH:4]=[C:5]([CH2:8][C:9]([O:11][C:12]([CH3:15])([CH3:14])[CH3:13])=[O:10])[CH:6]=[CH:7][C:2]=1[C:23]1[CH:22]=[CH:21][N:20]=[C:19]([CH3:18])[CH:24]=1)#[N:17] |^1:52,54,73,92|. Reported procedure: A mixture of tert-butyl 2-(4-chloro-3-cyanophenyl)acetate 111-7 (572 mg, 2.28 mmol), 2-methyl-4-(tributylstannyl)pyridine 111-8 (870 mg, 2.28 mmol) and Pd(PPh3)4 (220 mg, 0.2 mmol) and DMF (9 mL) was stirred at 120° C. for 10 hours under argon. After cooling to room temperature, the mixture was diluted with ethyl acetate, washed with saturated aqueous Na2S2O3 solution, water and brine, dried over Na2SO4, and concentrated to dryness by rotary evaporation. The crude was purified by silica gel flas... Starting materials: C1COCCO1, CCCc1nc(C)n(-c2ccc3c(c2)C(NC(C)=O)CC(C)(C)O3)c(=O)c1Cc1ccc(-c2ccccc2-c2noc(=O)[nH]2)cc1, CCOC(C)=O, Cl. The product is CCCc1nc(C)n(-c2ccc3c(c2)C(N)CC(C)(C)O3)c(=O)c1Cc1ccc(-c2ccccc2-c2noc(=O)[nH]2)cc1. Reaction SMILES: [CH2:48]1[O:49][CH2:50][CH2:51][O:52][CH2:53]1.[CH3:1][C:2]1([CH3:46])[O:3][c:4]2[cH:5][cH:6][c:7](-[n:16]3[c:17]([CH3:45])[n:18][c:19]([CH2:42][CH2:43][CH3:44])[c:20]([CH2:23][c:24]4[cH:25][cH:26][c:27](-[c:30]5[c:31](-[c:36]6[n:37][o:38][c:39](=[O:41])[nH:40]6)[cH:32][cH:33][cH:34][cH:35]5)[cH:28][cH:29]4)[c:21]3=[O:22])[cH:8][c:9]2[CH:10]([NH:12][C:13](=[O:14])[CH3:15])[CH2:11]1.[CH3:54][CH2:55][O:56][C:57](=[O:58])[CH3:59].[ClH:47]>>[CH3:1][C:2]1([CH3:46])[O:3][c:4]2[cH:5][cH:6][c:7](-[n:16]3[c:17]([CH3:45])[n:18][c:19]([CH2:42][CH2:43][CH3:44])[c:20]([CH2:23][c:24]4[cH:25][cH:26][c:27](-[c:30]5[c:31](-[c:36]6[n:37][o:38][c:39](=[O:41])[nH:40]6)[cH:32][cH:33][cH:34][cH:35]5)[cH:28][cH:29]4)[c:21]3=[O:22])[cH:8][c:9]2[CH:10]([NH2:12])[CH2:11]1. The reactants are ClC=1C=CC(=C(C1)C1=CC(N(C=C1OC)C(C(=O)OCC)OCC)=O)C#N (ethyl [4-(5-chloro-2-cyanophenyl)-5-methoxy-2-oxopyridin-1(2H)-yl](ethoxy)acetate), [OH-].[Li+] (lithium hydroxide). The product is ClC=1C=CC(=C(C1)C1=CC(N(C=C1OC)C(C(=O)O)OCC)=O)C#N ([4-(5-Chloro-2-cyanophenyl)-5-methoxy-2-oxopyridin-1(2H)-yl](ethoxy)acetic acid). As a reaction SMILES: [Cl:1][C:2]1[CH:3]=[CH:4][C:5]([C:26]#[N:27])=[C:6]([C:8]2[C:13]([O:14][CH3:15])=[CH:12][N:11]([CH:16]([O:22][CH2:23][CH3:24])[C:17]([O:19]CC)=[O:18])[C:10](=[O:25])[CH:9]=2)[CH:7]=1.[OH-].[Li+]>>[Cl:1][C:2]1[CH:3]=[CH:4][C:5]([C:26]#[N:27])=[C:6]([C:8]2[C:13]([O:14][CH3:15])=[CH:12][N:11]([CH:16]([O:22][CH2:23][CH3:24])[C:17]([OH:19])=[O:18])[C:10](=[O:25])[CH:9]=2)[CH:7]=1 |f:1.2|. Procedure: 277 mg (0.69 mmol) of ethyl [4-(5-chloro-2-cyanophenyl)-5-methoxy-2-oxopyridin-1(2H)-yl](ethoxy)acetate (racemate) were hydrolysed with lithium hydroxide according to General Method 6B. Yield: 180 mg (71% of theory) The reactants are [O-][Mn](=O)(=O)=O.[K+] (KMnO4), BrC1=C(C=C(C=C1)C)F (4-Bromo-3-fluorotoluene), O (H2O), N1=CC=CC=C1 (pyridine), [Mn](=O)(=O)(=O)[O-].[K+] (Potassium permanganate), [O-][Mn](=O)(=O)=O.[K+] (KMnO4). Run at time 4 hour. Product: BrC1=C(C=C(C(=O)O)C=C1)F (4-bromo-3-fluorobenzoic acid). RXN SMILES: [Br:1][C:2]1[CH:7]=[CH:6][C:5]([CH3:8])=[CH:4][C:3]=1[F:9].N1C=CC=CC=1.[Mn]([O-])(=O)(=O)=[O:17].[K+].[OH2:22]>>[Br:1][C:2]1[CH:7]=[CH:6][C:5]([C:8]([OH:17])=[O:22])=[CH:4][C:3]=1[F:9] |f:2.3|. Procedure details: 4-Bromo-3-fluorotoluene(40.0 g, 0.212 mol) was heated at 90° C. in H2O (200 mL) and pyridine (200 mL) with mechanical stirring under Ar. Potassium permanganate (KMnO4) (67 g, 0.424 mol) was added portionwise over 3 h. After 4 h, an HPLC of a filtered sample indicated 50% conversion to the acid. An additional 30 g of KMnO4 was added and heating continued overnight. HPLC indicated 81% conversion. Further KMnO4 was added portionwise with reaction monitoring by HPLC until >95% conversion was obtaine... Product: COC1=CC=C(CNC2=NC=CC=C2C=2N=CSC2C=2C(=NC=CC2)Cl)C=C1 (4-[2-(4-methoxybenzylamino)pyridin-3-yl]-5-(2-chloropyridin-3-yl)thiazole). Isolated yield 24.1%. Procedure details: A mixture of 4,5-di-(2-chloropyridin-3-yl)thiazole (0.047 g), 4-methoxybenzylamine (0.021 g), and diisopropylethylaamine (0.025 g) in xylene was heated in a sealed tube at 130° C. for 4 days. The solvent was evaporated, and the residue was fractionated by chromatography to give 4-[2-(4-methoxybenzylamino)pyridin-3-yl]-5-(2-chloropyridin-3-yl)thiazole (0.015 g). The solvent is C=1(C(=CC=CC1)C)C (xylene). As a reaction SMILES: Cl[C:2]1[C:7]([C:8]2[N:9]=[CH:10][S:11][C:12]=2[C:13]2[C:14]([Cl:19])=[N:15][CH:16]=[CH:17][CH:18]=2)=[CH:6][CH:5]=[CH:4][N:3]=1.[CH3:20][O:21][C:22]1[CH:29]=[CH:28][C:25]([CH2:26][NH2:27])=[CH:24][CH:23]=1>C1(C)C(C)=CC=CC=1>[CH3:20][O:21][C:22]1[CH:29]=[CH:28][C:25]([CH2:26][NH:27][C:2]2[C:7]([C:8]3[N:9]=[CH:10][S:11][C:12]=3[C:13]3[C:14]([Cl:19])=[N:15][CH:16]=[CH:17][CH:18]=3)=[CH:6][CH:5]=[CH:4][N:3]=2)=[CH:24][CH:23]=1. Reactants: ClC1=NC=CC=C1C=1N=CSC1C=1C(=NC=CC1)Cl (4,5-di-(2-chloropyridin-3-yl)thiazole), COC1=CC=C(CN)C=C1 (4-methoxybenzylamine). Run at temperature 130 celsius.